Dataset: the Open Reaction Database (ORD), a public repository of structured organic reaction records. Task: describe an organic reaction: reactants, conditions, products, and yield Reactants: ClCCl (dichloromethane), ClCC1=CC(=CC=C1)SC (1-chloromethyl-3-methylsulfanyl-benzene), C1COCCOCCOCCOCCOCCO1 (18-crown-6), [C-]#N.[K+] (potassium cyanide). Solvent: C(C)#N (acetonitrile). Reaction conditions: time 48 hour. The product is CSC=1C=C(C=CC1)CC#N ((3-Methylsulfanyl-phenyl)-acetonitrile). Yield: 91.0%. As a reaction SMILES: Cl[CH2:2][C:3]1[CH:8]=[CH:7][CH:6]=[C:5]([S:9][CH3:10])[CH:4]=1.C1OCCOCCOCCOCCOCCOC1.[C-:29]#[N:30].[K+].ClCCl>C(#N)C>[CH3:10][S:9][C:5]1[CH:4]=[C:3]([CH2:2][C:29]#[N:30])[CH:8]=[CH:7][CH:6]=1 |f:2.3|. Procedure: To a solution of 1-chloromethyl-3-methylsulfanyl-benzene (26.9 g, 0.156 mol) and 18-crown-6 (2 g, 7.8 mmol) in dry acetonitrile (100 mL) was added potassium cyanide and stirred at room temperature for 48 hours. A precipitate was formed while adding dichloromethane (400 mL). The suspension was filtered, washed with water (2×150 mL), dried (Na2SO4) concentrated and distilled under reduced pressure to give a colorless oil (22.9 g, 91%). MS: 161.9 (M+1−). Reported procedure: Using ethyl 2-ethoxy-3-[3-(2-hydroxyethyl)phenyl]propanoate and 4-chlorophenylisocyanate, the title compound was obtained in the same manner as described in Example 160b). RXN SMILES: [CH2:1]([O:3][CH:4]([CH2:10][C:11]1[CH:16]=[CH:15][CH:14]=[C:13]([CH2:17][CH2:18][OH:19])[CH:12]=1)[C:5]([O:7]CC)=[O:6])[CH3:2].[Cl:20][C:21]1[CH:26]=[CH:25][C:24]([N:27]=[C:28]=[O:29])=[CH:23][CH:22]=1>>[Cl:20][C:21]1[CH:26]=[CH:25][C:24]([NH:27][C:28]([O:19][CH2:18][CH2:17][C:13]2[CH:12]=[C:11]([CH2:10][CH:4]([O:3][CH2:1][CH3:2])[C:5]([OH:7])=[O:6])[CH:16]=[CH:15][CH:14]=2)=[O:29])=[CH:23][CH:22]=1. Product: ClC1=CC=C(NC(=O)OCCC=2C=C(C=CC2)CC(C(=O)O)OCC)C=C1 (3-[3-(2-{[(4-Chloroanilino)carbonyl]oxy}ethyl)phenyl]-2-ethoxypropanoic acid). Reactants: C(C)OC(C(=O)OCC)CC1=CC(=CC=C1)CCO (ethyl 2-ethoxy-3-[3-(2-hydroxyethyl)phenyl]propanoate), ClC1=CC=C(C=C1)N=C=O (4-chlorophenylisocyanate).